The task is: describe an organic reaction: reactants, conditions, products, and yield. This data is from the Open Reaction Database (ORD), a public repository of structured organic reaction records. Starting materials: ClC=1C(=NC=C(C(=O)N)C1)Cl (5,6-Dichloro-nicotinamide), C(C)(C)(C)OC(=O)N1CCNCC1 (piperazine-1-carboxylic acid tert-butyl ester). The product is C(C)(C)(C)OC(=O)N1CCN(CC1)C1=NC=C(C=C1Cl)C(N)=O (4-(5-Carbamoyl-3-chloro-pyridin-2-yl)-piperazine-1-carboxylic acid tert-butyl ester). Reaction SMILES: [Cl:1][C:2]1[C:3](Cl)=[N:4][CH:5]=[C:6]([CH:10]=1)[C:7]([NH2:9])=[O:8].[C:12]([O:16][C:17]([N:19]1[CH2:24][CH2:23][NH:22][CH2:21][CH2:20]1)=[O:18])([CH3:15])([CH3:14])[CH3:13]>>[C:12]([O:16][C:17]([N:19]1[CH2:24][CH2:23][N:22]([C:3]2[C:2]([Cl:1])=[CH:10][C:6]([C:7](=[O:8])[NH2:9])=[CH:5][N:4]=2)[CH2:21][CH2:20]1)=[O:18])([CH3:15])([CH3:13])[CH3:14]. Procedure details: The nicotinamide from step (b) above (1.3 g, 6.8 mmol) and piperazine-1-carboxylic acid tert-butyl ester (1.27 g, 6.8 mmol, Aldrich) reacted under the conditions Example 3a to give the title compound as a light-yellow solid. MS (ESI, pos. ion) m/z: 341 (M+1).